Dataset: the Open Reaction Database (ORD), a public repository of structured organic reaction records. Task: describe an organic reaction: reactants, conditions, products, and yield Starting materials: S(=O)(=O)(O)O.CSC(N)=N (2-methyl-2-thiopseudourea sulfate), C([O-])([O-])=O.[Na+].[Na+] (sodium carbonate), C(CC(=O)C)(=O)OCC (ethyl acetoacetate). Run in O (water). Run at time 8 hour. Yields the product CC1=CC(NC(=N1)SC)=O (6-methyl-2-(methylthio)pyrimidin-4(3H)-one). Isolated yield 95.4%. As a reaction SMILES: S(O)(O)(=O)=O.[CH3:6][S:7][C:8](=[NH:10])[NH2:9].C(=O)([O-])[O-].[Na+].[Na+].[C:17](OCC)(=[O:22])[CH2:18][C:19]([CH3:21])=O>O>[CH3:21][C:19]1[N:9]=[C:8]([S:7][CH3:6])[NH:10][C:17](=[O:22])[CH:18]=1 |f:0.1,2.3.4|. Procedure: To a solution of 2-methyl-2-thiopseudourea sulfate (Aldrich, 58.74 g, 0.422 mol) in water (1000 mL) were added sodium carbonate (81.44 g, 0.768 mol) and ethyl acetoacetate (50 g, 0.384 mol) at room temperature. The reaction mixture was stirred overnight. After neutralizing to pH=8, the solid was collected through filtration followed by drying under vacuum overnight to afford 6-methyl-2-(methylthio)pyrimidin-4(3H)-one (57.2 g, 95% yield) of product. 1H NMR (400 MHz, DMSO-d6): δ 12.47 (bs, 1H), 5.... Reactants: C(=O)(O)C=1C=C(C=CC1)N\C(\C1=CC=CC=C1)=C\1/C(NC2=CC=CC=C12)=O ((Z)-3-[1-(3-carboxyphenylamino)-1-phenyl-methylidene]-2-indolinone), C(C)OC(CN)=O (glycine ethyl ester), CN(C)C(=[N+](C)C)ON1C2=C(C=CC=C2)N=N1.[B-](F)(F)(F)F (TBTU), C=1C=CC2=C(C1)N=NN2O (HOBt). Run in CN(C)C=O (DMF), C(C)N(CC)CC (triethylamine). The product is C(C)OC(=O)CNC(=O)C=1C=C(C=CC1)N\C(\C1=CC=CC=C1)=C\1/C(NC2=CC=CC=C12)=O ((Z)-3-[1-(3-ethoxycarbonylmethylaminocarbonyl-phenylamino)-1-phenyl-methylidene]-2-indolinone). As a reaction SMILES: [C:1]([C:4]1[CH:5]=[C:6]([NH:10]/[C:11](=[C:18]2\[C:19](=[O:27])[NH:20][C:21]3[C:26]\2=[CH:25][CH:24]=[CH:23][CH:22]=3)/[C:12]2[CH:17]=[CH:16][CH:15]=[CH:14][CH:13]=2)[CH:7]=[CH:8][CH:9]=1)(O)=[O:2].[CH2:28]([O:30][C:31](=[O:34])[CH2:32][NH2:33])[CH3:29].CN(C(ON1N=NC2C=CC=CC1=2)=[N+](C)C)C.[B-](F)(F)(F)F.C1C=CC2N(O)N=NC=2C=1>CN(C=O)C.C(N(CC)CC)C>[CH2:28]([O:30][C:31]([CH2:32][NH:33][C:1]([C:4]1[CH:5]=[C:6]([NH:10]/[C:11](=[C:18]2\[C:19](=[O:27])[NH:20][C:21]3[C:26]\2=[CH:25][CH:24]=[CH:23][CH:22]=3)/[C:12]2[CH:17]=[CH:16][CH:15]=[CH:14][CH:13]=2)[CH:7]=[CH:8][CH:9]=1)=[O:2])=[O:34])[CH3:29] |f:2.3|. Procedure: Prepared analogously to Example 21 from (Z)-3-[1-(3-carboxyphenylamino)-1-phenyl-methylidene]-2-indolinone, glycine ethyl ester, TBTU, HOBt and triethylamine in DMF. The reactants are ClC=1C(=C(C=C2C(C(=CN(C12)C1=C(C=C(C(=C1)OC)F)[N+](=O)[O-])C(=O)OCC)=O)F)F (Ethyl 8-chloro-6,7-difluoro-1-(4-fluoro-5-methoxy-2-nitrophenyl)-4-oxo-1,4-dihydroquinoline-3-carboxylate), Br (hydrobromic acid). The solvent is C(C)(=O)O (acetic acid). Product: ClC=1C(=C(C=C2C(C(=CN(C12)C1=C(C=C(C(=C1)O)F)[N+](=O)[O-])C(=O)O)=O)F)F (8-Chloro-6,7-difluoro-1-(4-fluoro-5-hydroxy-2-nitrophenyl)-4-oxo-1,4-dihydroquinoline-3-carboxylic Acid). The yield is 47.5%. RXN SMILES: [Cl:1][C:2]1[C:3]([F:31])=[C:4]([F:30])[CH:5]=[C:6]2[C:11]=1[N:10]([C:12]1[CH:17]=[C:16]([O:18]C)[C:15]([F:20])=[CH:14][C:13]=1[N+:21]([O-:23])=[O:22])[CH:9]=[C:8]([C:24]([O:26]CC)=[O:25])[C:7]2=[O:29].Br>C(O)(=O)C>[Cl:1][C:2]1[C:3]([F:31])=[C:4]([F:30])[CH:5]=[C:6]2[C:11]=1[N:10]([C:12]1[CH:17]=[C:16]([OH:18])[C:15]([F:20])=[CH:14][C:13]=1[N+:21]([O-:23])=[O:22])[CH:9]=[C:8]([C:24]([OH:26])=[O:25])[C:7]2=[O:29]. Procedure: Ethyl 8-chloro-6,7-difluoro-1-(4-fluoro-5-methoxy-2-nitrophenyl)-4-oxo-1,4-dihydroquinoline-3-carboxylate (510 mg) was added to a mixed liquid (1:1, v/v; 5 ml) of 47% hydrobromic acid and acetic acid, aid the mixture was stirred and heated under reflux for 46 hours. The reaction mixture was concentrated under reduced pressure. A process of adding distilled water (5 ml) to the residue and then concentrating the mixture under reduced pressure was conducted twice repeatedly. Distilled water (5 ml) ... The reactants are ClC1=C(O[C@@H](C(=O)OCC(C)C)C)C=C(C(=C1)F)C1=NC=C(C=C1F)C(F)(F)F (Isobutyl (R)-2-(2-chloro-4-fluoro-5-(3-fluoro-5-trifluoromethylpyridin-2-yl)phenoxy)propionate). The solvent is C(C)(=O)O (acetic acid), Cl (hydrochloric acid). Yields the product ClC1=C(O[C@@H](C(=O)O)C)C=C(C(=C1)F)C1=NC=C(C=C1F)C(F)(F)F ((R)-2-(2-Chloro-4-fluoro-5-(3-fluoro-5-trifluoromethylpyridin-2-yl)phenoxy)propionic Acid). RXN SMILES: [Cl:1][C:2]1[CH:17]=[C:16]([F:18])[C:15]([C:19]2[C:24]([F:25])=[CH:23][C:22]([C:26]([F:29])([F:28])[F:27])=[CH:21][N:20]=2)=[CH:14][C:3]=1[O:4][C@H:5]([CH3:13])[C:6]([O:8]CC(C)C)=[O:7]>C(O)(=O)C.Cl>[Cl:1][C:2]1[CH:17]=[C:16]([F:18])[C:15]([C:19]2[C:24]([F:25])=[CH:23][C:22]([C:26]([F:29])([F:27])[F:28])=[CH:21][N:20]=2)=[CH:14][C:3]=1[O:4][C@H:5]([CH3:13])[C:6]([OH:8])=[O:7]. Procedure: 2.0 g (0.0046 mol) of the compound of Example 9 were stirred at 80° C. in a mixture of 35 ml of glacial acetic acid and 15 ml of 2 N hydrochloric acid for 3 h. After cooling, the mixture was partitioned between methylene chloride and water and the organic phase was dried and concentrated. 1.6 g (91.7% of theory) of the title compound of mp. 48-50° C. were obtained. The reactants are N12CCCCCC2=NCCC1 (1,8-diazabicyclo[5.4.0]undec-7-ene), BrC=1C=NC=C(C1)I (3-bromo-5-iodopyridine), C[S-].[Na+] (sodium methanethiolate). Reagents/catalysts: [Cu](Br)Br (copper bromide). Run in C1(=CC=CC=C1)C (toluene). Conditions: temperature 90 celsius, time 8 hour. The product is BrC=1C=NC=C(C1)SC (3-Bromo-5-methylsulfanylpyridine). Isolated yield 69.6%. As a reaction SMILES: N12CCCN=C1CCCCC2.[Br:12][C:13]1[CH:14]=[N:15][CH:16]=[C:17](I)[CH:18]=1.[CH3:20][S-:21].[Na+]>C1(C)C=CC=CC=1.[Cu](Br)Br>[Br:12][C:13]1[CH:14]=[N:15][CH:16]=[C:17]([S:21][CH3:20])[CH:18]=1 |f:2.3|. Procedure: Add 1,8-diazabicyclo[5.4.0]undec-7-ene (0.8 mL, 5.28 mmol) to a solution of 3-bromo-5-iodopyridine (500 mg, 1.76 mmol), (prepared as described in PREPARATION 21), sodium methanethiolate (370 mg, 5.28 mmol) and copper bromide (50.2 mg, 0.35 mmol) in toluene (3 mL). Stir in a sealed flask at 90° C. overnight and then partition between water and ethyl acetate. Separate the organic layer and wash with an aqueous saturated solution of sodium chloride. Dry (magnesium sulfate), filter and concentrate. ... Starting materials: CC(C)OC(=O)/N=N/C(=O)OC(C)C (DIAD), ClC1=C(C=C(C#N)C=C1[N+](=O)[O-])O (4-chloro-3-hydroxy-5-nitrobenzonitrile), OC1CN(CC1)C(=O)OC(C)(C)C ((+/−)-tert-butyl 3-hydroxypyrrolidine-1-carboxylate), C1=CC=C(C=C1)P(C2=CC=CC=C2)C3=CC=CC=C3 (triphenylphosphine resin). Conditions: time 8 hour. The product is ClC1=C(OC2CN(CC2)C(=O)OC(C)(C)C)C=C(C=C1[N+](=O)[O-])C#N ((+/−)-tert-butyl 3-(2-chloro-5-cyano-3-nitrophenoxy)pyrrolidine-1-carboxylate). The yield is 69.2%. RXN SMILES: CC(OC(/N=N/C(OC(C)C)=O)=O)C.[Cl:15][C:16]1[C:23]([N+:24]([O-:26])=[O:25])=[CH:22][C:19]([C:20]#[N:21])=[CH:18][C:17]=1[OH:27].O[CH:29]1[CH2:33][CH2:32][N:31]([C:34]([O:36][C:37]([CH3:40])([CH3:39])[CH3:38])=[O:35])[CH2:30]1.C1C=CC(P(C2C=CC=CC=2)C2C=CC=CC=2)=CC=1>>[Cl:15][C:16]1[C:23]([N+:24]([O-:26])=[O:25])=[CH:22][C:19]([C:20]#[N:21])=[CH:18][C:17]=1[O:27][CH:33]1[CH2:29][CH2:30][N:31]([C:34]([O:36][C:37]([CH3:40])([CH3:39])[CH3:38])=[O:35])[CH2:32]1. Procedure: DIAD (0.309 mL, 1.495 mmol) was added to a solution of 4-chloro-3-hydroxy-5-nitrobenzonitrile (Example 425B) (223 mg, 1.122 mmol), (+/−)-tert-butyl 3-hydroxypyrrolidine-1-carboxylate (200 mg, 1.068 mmol) and triphenylphosphine resin (3 mmol/g loading, 560 mg, 2.136 mmol) in THE (5 mL) and the reaction mixture was stirred at room temperature overnight. The reaction mixture was filtered and the filtrate was concentrated, the crude product was purified by flash chromatography on silica gel using an...